Dataset: the Open Reaction Database (ORD), a public repository of structured organic reaction records. Task: describe an organic reaction: reactants, conditions, products, and yield The reactants are COc1cc2ncnc(Cl)c2cc1OC, O=C(N1CCCCC1)N1CCNCC1. Yields the product COc1cc2ncnc(N3CCN(C(=O)N4CCCCC4)CC3)c2cc1OC. As a reaction SMILES: [Cl:1][c:2]1[n:3][cH:4][n:5][c:6]2[cH:7][c:8]([O:14][CH3:15])[c:9]([O:12][CH3:13])[cH:10][c:11]12.[N:16]1([C:22](=[O:23])[N:24]2[CH2:25][CH2:26][NH:27][CH2:28][CH2:29]2)[CH2:17][CH2:18][CH2:19][CH2:20][CH2:21]1>>[c:2]1([N:27]2[CH2:26][CH2:25][N:24]([C:22]([N:16]3[CH2:17][CH2:18][CH2:19][CH2:20][CH2:21]3)=[O:23])[CH2:29][CH2:28]2)[n:3][cH:4][n:5][c:6]2[cH:7][c:8]([O:14][CH3:15])[c:9]([O:12][CH3:13])[cH:10][c:11]12. RXN SMILES: [Al+3:14].[CH2:19]1[O:20][CH2:21][CH2:22][CH2:23]1.[H-:13].[H-:16].[H-:17].[H-:18].[Li+:15].[NH2:1][C:2]([C:3](=[O:4])[OH:5])([CH3:6])[c:7]1[cH:8][cH:9][cH:10][cH:11][cH:12]1>>[NH2:1][C:2]([CH2:3][OH:4])([CH3:6])[c:7]1[cH:8][cH:9][cH:10][cH:11][cH:12]1. Product: CC(N)(CO)c1ccccc1. Reactants: [Al+3], C1CCOC1, [H-], [H-], [H-], [H-], [Li+], CC(N)(C(=O)O)c1ccccc1. The reactants are N1(CCOCC1)CCOC=1C=C2CC(NC(C2=CC1)=O)=O (6-(2-morpholin-4-yl-ethoxy)-4H-isoquinoline-1,3-dione), C(C)(=O)OC(C)=O (acetic anhydride), COC(OC)OC (trimethylorthoformate). The solvent is CN(C=O)C (N,N-dimethylformamide). Product: COC=C1C(NC(C2=CC=C(C=C12)OCCN1CCOCC1)=O)=O (4-Methoxymethylene-6-(2-morpholin-4-yl-ethoxy)-4H-isoquinoline-1,3-dione). As a reaction SMILES: [N:1]1([CH2:7][CH2:8][O:9][C:10]2[CH:11]=[C:12]3[C:17](=[CH:18][CH:19]=2)[C:16](=[O:20])[NH:15][C:14](=[O:21])[CH2:13]3)[CH2:6][CH2:5][O:4][CH2:3][CH2:2]1.[C:22]([O:25][C:26](=O)C)(=O)C.COC(OC)OC>CN(C)C=O>[CH3:22][O:25][CH:26]=[C:13]1[C:12]2[C:17](=[CH:18][CH:19]=[C:10]([O:9][CH2:8][CH2:7][N:1]3[CH2:6][CH2:5][O:4][CH2:3][CH2:2]3)[CH:11]=2)[C:16](=[O:20])[NH:15][C:14]1=[O:21]. Procedure: A mixture of 6-(2-morpholin-4-yl-ethoxy)-4H-isoquinoline-1,3-dione (390 mg, 1.34 mmole), 10 mL of a 4:1 mixture of acetic anhydride and N,N-dimethylformamide and trimethylorthoformate (1.1 mL, 10.1 mmole) is stirred and heated to reflux. After 30 minutes the solvents are removed and the residue treated with 2:1 hexanes/ethyl acetate, the product is collected by filtration, a yellow solid, 230 mg, (52%), MS (ES+): m/z 333.2 (M+H), used as is in the next step. Starting materials: Cl.NCC(CCC(=O)OCC1=CC=CC=C1)=O (benzyl 5-amino-4-oxopentanoate hydrochloride), C1(=CC=C(C=C1)S(=O)(=O)O)C (p-toluenesulfonic acid). The product is C=1(C(=CC=CC1)S(=O)(=O)O)C.NCC(CCC(=O)OCC1=CC=CC=C1)=O (Benzyl 5-amino-4-oxopentanoate Toluenesulfonate). As a reaction SMILES: Cl.[NH2:2][CH2:3][C:4](=[O:17])[CH2:5][CH2:6][C:7]([O:9][CH2:10][C:11]1[CH:16]=[CH:15][CH:14]=[CH:13][CH:12]=1)=[O:8].C1(C)C=CC([S:24]([OH:27])(=[O:26])=[O:25])=CC=1>>[C:11]1([CH3:10])[C:16]([S:24]([OH:27])(=[O:26])=[O:25])=[CH:15][CH:14]=[CH:13][CH:12]=1.[NH2:2][CH2:3][C:4](=[O:17])[CH2:5][CH2:6][C:7]([O:9][CH2:10][C:11]1[CH:12]=[CH:13][CH:14]=[CH:15][CH:16]=1)=[O:8] |f:0.1,3.4|. Procedure: Prepared from benzyl 5-amino-4-oxopentanoate hydrochloride and p-toluenesulfonic acid using the ion-exchange method, mp 120-125° C. Reactants: COCOc1c(C)cc(Oc2ccc([N+](=O)[O-])c(N(C)C(=O)OC(C)(C)C)c2)cc1C, CO. Yields the product COCOc1c(C)cc(Oc2ccc(N)c(N(C)C(=O)OC(C)(C)C)c2)cc1C. Reaction SMILES: [CH3:1][O:2][CH2:3][O:4][c:5]1[c:6]([CH3:31])[cH:7][c:8]([O:9][c:10]2[cH:11][cH:12][c:13]([N+:25]([O-:26])=[O:27])[c:14]([N:16]([C:17]([O:18][C:19]([CH3:20])([CH3:21])[CH3:22])=[O:23])[CH3:24])[cH:15]2)[cH:28][c:29]1[CH3:30].[CH3:32][OH:33]>>[CH3:1][O:2][CH2:3][O:4][c:5]1[c:6]([CH3:31])[cH:7][c:8]([O:9][c:10]2[cH:11][cH:12][c:13]([NH2:25])[c:14]([N:16]([C:17]([O:18][C:19]([CH3:20])([CH3:21])[CH3:22])=[O:23])[CH3:24])[cH:15]2)[cH:28][c:29]1[CH3:30]. Reactants: FC=1C=C(CCC(=O)Cl)C=CC1 (3-fluorodihydrocinnamoyl chloride), [Cl-].[Al+3].[Cl-].[Cl-] (aluminium chloride). Solvent: C(=S)=S (carbon disulfide), C(=S)=S (carbon disulfide). Reaction conditions: time 30 minute. Product: FC=1C=C2CCC(C2=CC1)=O (5-fluoroindanone). Yield: 16.1%. Reaction SMILES: [F:1][C:2]1[CH:3]=[C:4]([CH:10]=[CH:11][CH:12]=1)[CH2:5][CH2:6][C:7](Cl)=[O:8].[Cl-].[Al+3].[Cl-].[Cl-]>C(=S)=S>[F:1][C:2]1[CH:3]=[C:4]2[C:10](=[CH:11][CH:12]=1)[C:7](=[O:8])[CH2:6][CH2:5]2 |f:1.2.3.4|. Reported procedure: A solution of 3-fluorodihydrocinnamoyl chloride (15.4 g) in carbon disulfide (78 ml) was added dropwise to a cold (-5° C.) mixture of aluminium chloride (13.9 g) in carbon disulfide (300 ml) for 30 minutes. During this time and for 30 minutes the mixture was allowed to warm to room temperature (1 hr), then it was heated to reflux (1 hr) and finally the volatiles were removed by distillation under reduced pressure. The residue was dissolved in methylene chloride (400 ml) and washed successively w... Reactants: [Mg] (magnesium), Grignard reagent, Grignard reagent, BrC1=CC=2C(C3=CC=CC=C3C2C=C1)=O (2-bromo-9-fluorenone). Reagents/catalysts: BrC(C)Br (dibromoethane). Solvent: C(C)OCC (diethyl ether), C(C)OCC (diethyl ether), C(C)OCC (diethyl ether). Conditions: temperature 50 celsius, time 0.5 hour. The product is C1(=C(C=CC=C1)C1(C2=CC=CC=C2C=2C=CC(=CC12)Br)O)C1=CC=CC=C1 (9-(biphenyl-2-yl)-2-bromofluoren-9-ol). Reaction SMILES: [Mg].[Br:2][C:3]1[CH:15]=[CH:14][C:13]2[C:12]3[C:7](=[CH:8][CH:9]=[CH:10][CH:11]=3)[C:6](=[O:16])[C:5]=2[CH:4]=1>BrC(Br)C.C(OCC)C>[C:12]1([C:13]2[CH:5]=[CH:4][CH:3]=[CH:15][CH:14]=2)[CH:7]=[CH:8][CH:9]=[CH:10][C:11]=1[C:6]1([OH:16])[C:5]2[CH:4]=[C:3]([Br:2])[CH:15]=[CH:14][C:13]=2[C:12]2[C:7]1=[CH:8][CH:9]=[CH:10][CH:11]=2. Procedure: 1.3 g (52 mmol) of magnesium was put into a 200 mL three-neck flask and stirred for 0.5 hours while reducing pressure with a rotary pump. Then, under a nitrogen gas stream, 5.0 mL of diethyl ether and one drop of dibromoethane were added. A solution in which 12 g (50 mmol) of 2-bromophenyl was dissolved in 15 mL of diethyl ether was dropped into this mixture at a pace that maintained reflux flow. After completion of dropping, the reaction mixture was refluxed at 50° C. for 3 hours so as to becom... Procedure: A mixture of 3-methyl-5[4-(trifluoromethyl)phenyl]thiophene-2-carboxylic acid (intermediate 130, 8.1 g) in methanol (300 ml) was heated at 30° C. and hydrogen chloride gas bubbled through the mixture. The reaction mixture was then stirred at reflux for 21 hours; cooled and treated with further hydrogen chloride gas. The reaction mixture was stirred at reflux for a further 6 hours, cooled and concentrated. The resulting precipitate was filtered and washed with cyclohexane to give the title compou... Conditions: temperature 30 celsius. Product: CC1=C(SC(=C1)C1=CC=C(C=C1)C(F)(F)F)C(=O)OC (methyl 3-methyl-5-[4-(trifluoromethyl)phenyl]thiophene-2-carboxylate). The reactants are CC1=C(SC(=C1)C1=CC=C(C=C1)C(F)(F)F)C(=O)O (3-methyl-5[4-(trifluoromethyl)phenyl]thiophene-2-carboxylic acid), CC1=C(SC(=C1)C1=CC=C(C=C1)C(F)(F)F)C(=O)O (3-methyl-5[4-(trifluoromethyl)phenyl]thiophene-2-carboxylic acid), CO (methanol). Reaction SMILES: [CH3:1][C:2]1[CH:6]=[C:5]([C:7]2[CH:12]=[CH:11][C:10]([C:13]([F:16])([F:15])[F:14])=[CH:9][CH:8]=2)[S:4][C:3]=1[C:17]([OH:19])=[O:18].[CH3:20]O>>[CH3:1][C:2]1[CH:6]=[C:5]([C:7]2[CH:8]=[CH:9][C:10]([C:13]([F:14])([F:15])[F:16])=[CH:11][CH:12]=2)[S:4][C:3]=1[C:17]([O:19][CH3:20])=[O:18].